Dataset: the Open Reaction Database (ORD), a public repository of structured organic reaction records. Task: describe an organic reaction: reactants, conditions, products, and yield Reactants: O (Water), FC(C(=O)O)(F)F.C(CCC)OC1=NC(=C2N=C(NC2=N1)OC)N (2-butoxy-8-methoxy-9H-purin-6-amine trifluoroacetate salt), C([O-])([O-])=O.[K+].[K+] (potassium carbonate), BrCC1CN(CCC1)CC (3-(Bromomethyl)-1-ethylpiperidine). Run in CN(C=O)C (N,N-dimethylformamide). Run at temperature 60 celsius, time 1 hour. Product: C(CCC)OC1=NC(=C2N=C(N(C2=N1)CC1CN(CCC1)CC)OC)N (2-Butoxy-9-[(1-ethyl-3-piperidinyl)methyl]-8-methoxy-9H-purin-6-amine). Isolated yield 48.0%. Reaction SMILES: FC(F)(F)C(O)=O.[CH2:8]([O:12][C:13]1[N:21]=[C:20]2[C:16]([N:17]=[C:18]([O:22][CH3:23])[NH:19]2)=[C:15]([NH2:24])[N:14]=1)[CH2:9][CH2:10][CH3:11].C(=O)([O-])[O-].[K+].[K+].Br[CH2:32][CH:33]1[CH2:38][CH2:37][CH2:36][N:35]([CH2:39][CH3:40])[CH2:34]1.O>CN(C)C=O>[CH2:8]([O:12][C:13]1[N:21]=[C:20]2[C:16]([N:17]=[C:18]([O:22][CH3:23])[N:19]2[CH2:32][CH:33]2[CH2:38][CH2:37][CH2:36][N:35]([CH2:39][CH3:40])[CH2:34]2)=[C:15]([NH2:24])[N:14]=1)[CH2:9][CH2:10][CH3:11] |f:0.1,2.3.4|. Procedure: A stirring mixture of 2-butoxy-8-methoxy-9H-purin-6-amine trifluoroacetate salt (200 mg) and potassium carbonate (236 mg) in dry N,N-dimethylformamide (2 ml) was heated with stirring at 60° C. for 1 hour. 3-(Bromomethyl)-1-ethylpiperidine (141 mg) was added and the stirring mixture heated at 50° C. for 3 hours. After 16 hours at ambient temperature, heating at 50° C. was continued for a further 3 hours to complete the reaction. Water was added and the mixture extracted three times with ethyl ace... The reactants are FC(CNC(=O)C1(C2=CC=CC=C2C=2C=CC=CC12)CCCCBr)(F)F (9-(4-bromo-butyl)-9H-fluorene-9-carboxylic acid-(2,2,2-trifluoro-ethyl)-amide), N1(CCNCC1)C1=NC2=CC=CC=C2C=N1 (2-(piperazin-1-yl)-quinazoline). Product: FC(CNC(=O)C1(C2=CC=CC=C2C=2C=CC=CC12)CCCCN1CCN(CC1)C1=NC2=CC=CC=C2C=N1)(F)F (9-[4-(4-quinazolin-2-yl-piperazin-1-yl)-butyl]-9H-fluorene-9-carboxylic acid-(2,2,2-trifluoro-ethyl)-amide). Reaction SMILES: [F:1][C:2]([F:26])([F:25])[CH2:3][NH:4][C:5]([C:7]1([CH2:20][CH2:21][CH2:22][CH2:23]Br)[C:19]2[CH:18]=[CH:17][CH:16]=[CH:15][C:14]=2[C:13]2[C:8]1=[CH:9][CH:10]=[CH:11][CH:12]=2)=[O:6].[N:27]1([C:33]2[N:42]=[CH:41][C:40]3[C:35](=[CH:36][CH:37]=[CH:38][CH:39]=3)[N:34]=2)[CH2:32][CH2:31][NH:30][CH2:29][CH2:28]1>>[F:1][C:2]([F:26])([F:25])[CH2:3][NH:4][C:5]([C:7]1([CH2:20][CH2:21][CH2:22][CH2:23][N:30]2[CH2:31][CH2:32][N:27]([C:33]3[N:42]=[CH:41][C:40]4[C:35](=[CH:36][CH:37]=[CH:38][CH:39]=4)[N:34]=3)[CH2:28][CH2:29]2)[C:19]2[CH:18]=[CH:17][CH:16]=[CH:15][C:14]=2[C:13]2[C:8]1=[CH:9][CH:10]=[CH:11][CH:12]=2)=[O:6]. Reported procedure: Prepared analogously to Example 2b from 9-(4-bromo-butyl)-9H-fluorene-9-carboxylic acid-(2,2,2-trifluoro-ethyl)-amide and 2-(piperazin-1-yl)-quinazoline.